From a dataset of the Open Reaction Database (ORD), a public repository of structured organic reaction records. describe an organic reaction: reactants, conditions, products, and yield Starting materials: CC(CN1CC(CC1)N1C=NC(=C1)N)(C)C (1-[1-(2,2-Dimethyl-propyl)-pyrrolidin-3-yl]-1H-imidazol-4-ylamine), FC=1C=C(C=C(C1)F)CC(=O)NC(C(=O)O)CCC (2-[2-(3,5-Difluoro-phenyl)-acetylamino]-pentanoic acid). Yields the product CC(CN1CC(CC1)N1C=NC(=C1)NC(C(CCC)NC(CC1=CC(=CC(=C1)F)F)=O)=O)(C)C (2-[2-(3,5-Difluoro-phenyl)-acetylamino]-pentanoic acid {1-[1-(2,2-dimethyl-propyl)-pyrrolidin-3-yl]-1H-imidazol-4-yl}-amide). Reaction SMILES: [CH3:1][C:2]([CH3:16])([CH3:15])[CH2:3][N:4]1[CH2:8][CH2:7][CH:6]([N:9]2[CH:13]=[C:12]([NH2:14])[N:11]=[CH:10]2)[CH2:5]1.[F:17][C:18]1[CH:19]=[C:20]([CH2:25][C:26]([NH:28][CH:29]([CH2:33][CH2:34][CH3:35])[C:30](O)=[O:31])=[O:27])[CH:21]=[C:22]([F:24])[CH:23]=1>>[CH3:1][C:2]([CH3:16])([CH3:15])[CH2:3][N:4]1[CH2:8][CH2:7][CH:6]([N:9]2[CH:13]=[C:12]([NH:14][C:30](=[O:31])[CH:29]([NH:28][C:26](=[O:27])[CH2:25][C:20]3[CH:21]=[C:22]([F:24])[CH:23]=[C:18]([F:17])[CH:19]=3)[CH2:33][CH2:34][CH3:35])[N:11]=[CH:10]2)[CH2:5]1. Procedure details: 1-[1-(2,2-Dimethyl-propyl)-pyrrolidin-3-yl]-1H-imidazol-4-ylamine was coupled with 2-[2-(3,5-Difluoro-phenyl)-acetylamino]-pentanoic acid to afford the title compound: C13 NMR (100 MHz, CDCl3) 14.0, 18.9, 28.6, 33.0, 33.4, 35.9, 43.1, 53.1, 55.7, 57.3, 63.5, 68.3, 102.6, 102.8, 103.1, 106.6, 112.3, 112.5, 112.6, 132.1, 137.7, 138.8, 161.9, 164.5, 169.1; MS m/z 476.2 (M+1). Reactants: COc1c(Br)cnn1C, O=C([O-])[O-], COc1ccc(F)c(Cl)c1C(C)c1c[nH]c2ncc(B3OC(C)(C)C(C)(C)O3)cc12, ClCCl, [K+], [K+], C1COCCO1. Product: COc1ccc(F)c(Cl)c1C(C)c1c[nH]c2ncc(-c3cnn(C)c3OC)cc12. RXN SMILES: [Br:1][c:2]1[cH:3][n:4][n:5]([CH3:9])[c:6]1[O:7][CH3:8].[C:40](=[O:41])([O-:42])[O-:43].[Cl:10][c:11]1[c:12]([CH:20]([CH3:21])[c:22]2[cH:23][nH:24][c:25]3[n:26][cH:27][c:28]([B:31]4[O:32][C:33]([CH3:34])([CH3:35])[C:36]([CH3:37])([CH3:38])[O:39]4)[cH:29][c:30]23)[c:13]([O:18][CH3:19])[cH:14][cH:15][c:16]1[F:17].[Cl:46][CH2:47][Cl:48].[K+:44].[K+:45].[O:49]1[CH2:50][CH2:51][O:52][CH2:53][CH2:54]1>>[c:2]1(-[c:28]2[cH:27][n:26][c:25]3[nH:24][cH:23][c:22]([CH:20]([c:12]4[c:11]([Cl:10])[c:16]([F:17])[cH:15][cH:14][c:13]4[O:18][CH3:19])[CH3:21])[c:30]3[cH:29]2)[cH:3][n:4][n:5]([CH3:9])[c:6]1[O:7][CH3:8]. Starting materials: N1C=NC(=C1)CC(=O)N1[C@@H](CNCC1)C(=O)NC1=CC=C(C=C1)OC1=CC=C(C=C1)F ((S)-1-(2-(1H-imidazol-4-yl)acetyl)-N-(4-(4-fluorophenoxy)phenyl)piperazine-2-carboxamide), C(C1=CC=CC=C1)=O (benzaldehyde), CO (methanol), C(C)(=O)O[BH-](OC(C)=O)OC(C)=O.[Na+] (sodium triacetoxyborohydride). The solvent is O (water). Reaction conditions: time 30 minute. Product: Compound 175, N1C=NC(=C1)CC(=O)N1[C@@H](CN(CC1)CC1=CC=CC=C1)C(=O)NC1=CC=C(C=C1)OC1=CC=C(C=C1)F ((S)-1-(2-(1H-imidazol-4-yl)acetyl)-4-benzyl-N-(4-(4-fluorophenoxy)phenyl)piperazine-2-carboxamide). The yield is 31.7%. As a reaction SMILES: [NH:1]1[CH:5]=[C:4]([CH2:6][C:7]([N:9]2[CH2:14][CH2:13][NH:12][CH2:11][C@H:10]2[C:15]([NH:17][C:18]2[CH:23]=[CH:22][C:21]([O:24][C:25]3[CH:30]=[CH:29][C:28]([F:31])=[CH:27][CH:26]=3)=[CH:20][CH:19]=2)=[O:16])=[O:8])[N:3]=[CH:2]1.[CH:32](=O)[C:33]1[CH:38]=[CH:37][CH:36]=[CH:35][CH:34]=1.CO.C(O[BH-](OC(=O)C)OC(=O)C)(=O)C.[Na+]>O>[NH:1]1[CH:5]=[C:4]([CH2:6][C:7]([N:9]2[CH2:14][CH2:13][N:12]([CH2:32][C:33]3[CH:38]=[CH:37][CH:36]=[CH:35][CH:34]=3)[CH2:11][C@H:10]2[C:15]([NH:17][C:18]2[CH:19]=[CH:20][C:21]([O:24][C:25]3[CH:30]=[CH:29][C:28]([F:31])=[CH:27][CH:26]=3)=[CH:22][CH:23]=2)=[O:16])=[O:8])[N:3]=[CH:2]1 |f:3.4|. Procedure: Step (b) A flask was charged with (S)-1-(2-(1H-imidazol-4-yl)acetyl)-N-(4-(4-fluorophenoxy)phenyl)piperazine-2-carboxamide (107 mg, 0.252 mmol), benzaldehyde (0.154 mL, 1.51 mmol), methanol (10 mL) and sodium triacetoxyborohydride (534 mg, 2.52 mmol). The reaction mixture was stirred at ambient temperature for 30 minutes and then diluted with deionized water (15 mL). The mixture was washed with ethylene chloride (20 mL) and the aqueous layer was basified with 2N sodium hydroxide (40 mL) and extr... Reactants: CCOC(=O)Cc1cc(OCc2ccccc2)cc(-c2ccccc2)c1, CCO, Cl, [Na+], [OH-]. Product: O=C(O)Cc1cc(OCc2ccccc2)cc(-c2ccccc2)c1. As a reaction SMILES: [CH2:3]([CH3:4])[O:5][C:6]([CH2:7][c:8]1[cH:9][c:10](-[c:22]2[cH:23][cH:24][cH:25][cH:26][cH:27]2)[cH:11][c:12]([O:14][CH2:15][c:16]2[cH:17][cH:18][cH:19][cH:20][cH:21]2)[cH:13]1)=[O:28].[CH3:29][CH2:30][OH:31].[ClH:32].[Na+:2].[OH-:1]>>[O:5]=[C:6]([CH2:7][c:8]1[cH:9][c:10](-[c:22]2[cH:23][cH:24][cH:25][cH:26][cH:27]2)[cH:11][c:12]([O:14][CH2:15][c:16]2[cH:17][cH:18][cH:19][cH:20][cH:21]2)[cH:13]1)[OH:28].